From a dataset of the Open Reaction Database (ORD), a public repository of structured organic reaction records. describe an organic reaction: reactants, conditions, products, and yield Starting materials: NC1=C(C(=NS1)C(CCC)(C)C)C#N (5-amino-4-cyano-3-(1,1-dimethylbutyl)isothiazole), C(OCC)(OCC)OCC (triethyl orthoformate), C(C)(=O)OC(C)=O (acetic anhydride). The solvent is O1CCOCC1 (dioxane). The product is C(#N)C=1C(=NSC1N=COCC)C(CCC)(C)C (4-cyano-3-(1,1-dimethylbutyl)-5-[N-(ethoxymethylene)amino] isothiazole). Yield: 100.3%. RXN SMILES: [NH2:1][C:2]1[S:6][N:5]=[C:4]([C:7]([CH3:12])([CH3:11])[CH2:8][CH2:9][CH3:10])[C:3]=1[C:13]#[N:14].[CH:15](OCC)(OCC)[O:16][CH2:17][CH3:18].C(OC(=O)C)(=O)C>O1CCOCC1>[C:13]([C:3]1[C:4]([C:7]([CH3:12])([CH3:11])[CH2:8][CH2:9][CH3:10])=[N:5][S:6][C:2]=1[N:1]=[CH:15][O:16][CH2:17][CH3:18])#[N:14]. Procedure: A solution of 25 g of 5-amino-4-cyano-3-(1,1-dimethylbutyl)isothiazole and 35.6 g of triethyl orthoformate in 200 ml of dioxane was heated under reflux for two hours. To the solution was added 24.5 g of acetic anhydride and the mixture was heated under reflux an additional 20 hours. The mixture wss concentrated under reduced pressure and the residue was distilled in a short path still at 120° under 0.1 mm Hg to give 31.8 g of 4-cyano-3-(1,1-dimethylbutyl)-5-[N-(ethoxymethylene)amino] isothiazole...